Dataset: the Open Reaction Database (ORD), a public repository of structured organic reaction records. Task: describe an organic reaction: reactants, conditions, products, and yield The reactants are BrC(CC(=O)[O-])C(C1=CC=C(C=C1)Cl)=O (3-Bromo-3-(4-chlorobenzoyl)propionate), OC1=CC=C(C(=S)N)C=C1 (4-hydroxythio-benzamide), C([O-])([O-])=O.[Na+].[Na+] (sodium carbonate). Run in C(C)(C)O (isopropyl alcohol). The product is ClC1=CC=C(C=C1)C1(N=C(SC1CC(=O)O)C1=CC=C(C=C1)O)O (4-(4-chlorophenyl)-4-hydroxy-2-(4-hydroxyphenyl)-2-thiazolin-5-acetic acid). RXN SMILES: Br[CH:2]([C:7](=[O:15])[C:8]1[CH:13]=[CH:12][C:11]([Cl:14])=[CH:10][CH:9]=1)[CH2:3][C:4]([O-:6])=[O:5].[OH:16][C:17]1[CH:25]=[CH:24][C:20]([C:21]([NH2:23])=[S:22])=[CH:19][CH:18]=1.C(=O)([O-])[O-].[Na+].[Na+]>C(O)(C)C>[Cl:14][C:11]1[CH:12]=[CH:13][C:8]([C:7]2([OH:15])[CH:2]([CH2:3][C:4]([OH:6])=[O:5])[S:22][C:21]([C:20]3[CH:24]=[CH:25][C:17]([OH:16])=[CH:18][CH:19]=3)=[N:23]2)=[CH:9][CH:10]=1 |f:2.3.4|. Procedure: 3-Bromo-3-(4-chlorobenzoyl)propionate acid and an equimolar amount of 4-hydroxythio-benzamide are stirred in isopropyl alcohol solvent containing sodium carbonate to give 4-(4-chlorophenyl)-4-hydroxy-2-(4-hydroxyphenyl)-2-thiazolin-5-acetic acid. This compound is dehydrated by heating to give the title compound. The reactants are three, COC=1C=CC(=CC1)C=O (anisaldehyde), N1C=NC=C1 (imidazole), CC(C)(C)[Si](C1=CC=CC=C1)(C2=CC=CC=C2)Cl (TBDPSCl), OC[C@@H](COC1OCCCC1)NC(OC(C)(C)C)=O (tert-Butyl ((2S)-1-hydroxy-3-((tetrahydro-2H-pyran-2-yl)oxy)propan-2-yl)carbamate). Run at time 18 hour. Product: [Si](C1=CC=CC=C1)(C1=CC=CC=C1)(C(C)(C)C)OC[C@@H](COC1OCCCC1)NC(OC(C)(C)C)=O (tert-Butyl ((2R)-1-((tert-butyldiphenylsilyl)oxy)-3-((tetrahydro-2H-pyran-2-yl)oxy)propan-2-yl)carbamate). Run in hexanes, CCOC(=O)C (EtOAc), CN(C)C=O (DMF). RXN SMILES: [OH:1][CH2:2][C@H:3]([NH:12][C:13](=[O:19])[O:14][C:15]([CH3:18])([CH3:17])[CH3:16])[CH2:4][O:5][CH:6]1[CH2:11][CH2:10][CH2:9][CH2:8][O:7]1.N1C=CN=C1.[CH3:25][C:26]([Si:29](Cl)([C:36]1[CH:41]=[CH:40][CH:39]=[CH:38][CH:37]=1)[C:30]1[CH:35]=[CH:34][CH:33]=[CH:32][CH:31]=1)([CH3:28])[CH3:27].COC1C=CC(C=O)=CC=1>CCOC(C)=O.CN(C=O)C>[Si:29]([O:1][CH2:2][C@H:3]([NH:12][C:13](=[O:19])[O:14][C:15]([CH3:16])([CH3:18])[CH3:17])[CH2:4][O:5][CH:6]1[CH2:11][CH2:10][CH2:9][CH2:8][O:7]1)([C:26]([CH3:28])([CH3:27])[CH3:25])([C:36]1[CH:37]=[CH:38][CH:39]=[CH:40][CH:41]=1)[C:30]1[CH:35]=[CH:34][CH:33]=[CH:32][CH:31]=1. Procedure details: To a 5 L three neck flask fitted with a thermometer, mechanical stirrer, under argon was added 3 (108 g, 0.39 mol) and DMF (700 mL). To the light yellow solution was added imidazole (53 g, 0.78 mol) and TBDPSCl (tert-butyldiphenylchlorosilane) (150 mL, 0.58 mol). The solution turned cloudy and colorless. After stirring 18 hours the reaction was shown to be complete by TLC (EtOAc:hexanes; 3:7, anisaldehyde dip reagent). The clear yellow solution was concentrated under reduced pressure to a yellow... The yield is 18.5%.